From a dataset of the Open Reaction Database (ORD), a public repository of structured organic reaction records. describe an organic reaction: reactants, conditions, products, and yield The reactants are COC(=O)CC1=CC=C2CCN(CC2=C1)CCCCNC(C1=CC=C(C=C1)C1=CC=CC=C1)=O (7-methoxycarbonylmethyl-2-(4-(4-phenylbenzoylamino)butyl)-1,2,3,4-tetrahydroisoquinoline), C(C)O (ethanol), S(O)(O)(=O)=O (sulfuric acid). Product: C(C)OC(=O)CC1=CC=C2CCN(CC2=C1)CCCCNC(C1=CC=C(C=C1)C1=CC=CC=C1)=O (7-Ethoxycarbonylmethyl-2-(4-(4-phenylbenzoylamino)butyl)-1,2,3,4-tetrahydroisoquinoline). Yield: 56.0%. Reaction SMILES: [CH3:1][O:2][C:3]([CH2:5][C:6]1[CH:15]=[C:14]2[C:9]([CH2:10][CH2:11][N:12]([CH2:16][CH2:17][CH2:18][CH2:19][NH:20][C:21](=[O:34])[C:22]3[CH:27]=[CH:26][C:25]([C:28]4[CH:33]=[CH:32][CH:31]=[CH:30][CH:29]=4)=[CH:24][CH:23]=3)[CH2:13]2)=[CH:8][CH:7]=1)=[O:4].S(=O)(=O)(O)O.[CH2:40](O)C>>[CH2:1]([O:2][C:3]([CH2:5][C:6]1[CH:15]=[C:14]2[C:9]([CH2:10][CH2:11][N:12]([CH2:16][CH2:17][CH2:18][CH2:19][NH:20][C:21](=[O:34])[C:22]3[CH:23]=[CH:24][C:25]([C:28]4[CH:33]=[CH:32][CH:31]=[CH:30][CH:29]=4)=[CH:26][CH:27]=3)[CH2:13]2)=[CH:8][CH:7]=1)=[O:4])[CH3:40]. Reported procedure: A stirred, ice-cooled solution of 7-methoxycarbonylmethyl-2-(4-(4-phenylbenzoylamino)butyl)-1,2,3,4-tetrahydroisoquinoline (0.202 g, 0.46 mmol) in ethanol (10 ml) was treated with concentrated sulfuric acid (0.53 ml, 0.53 mmol). The mixture was heated at reflux for 2 h. The solvent was evaporated in vacuo and the residue was dissolved in ethyl acetate (30 ml) and saturated aqueous sodium bicarbonate solution (30 ml). The organic phase was separated and washed with brine. Drying (Na2SO4) and evap...